This data is from the Open Reaction Database (ORD), a public repository of structured organic reaction records. The task is: describe an organic reaction: reactants, conditions, products, and yield The reactants are ClC1=NC2=CC=C(C=C2C(=C1C#N)C1=CC=CC=C1)Cl (2,6-Dichloro-4-phenyl-quinoline-3-carbonitrile), C(C)NC (ethyl-methyl-amine). The product is ClC=1C=C2C(=C(C(=NC2=CC1)N(C)CC)C#N)C1=CC=CC=C1 (6-Chloro-2-(ethyl-methyl-amino)-4-phenyl-quinoline-3-carbonitrile). Reaction SMILES: Cl[C:2]1[C:11]([C:12]#[N:13])=[C:10]([C:14]2[CH:19]=[CH:18][CH:17]=[CH:16][CH:15]=2)[C:9]2[C:4](=[CH:5][CH:6]=[C:7]([Cl:20])[CH:8]=2)[N:3]=1.[CH2:21]([NH:23][CH3:24])[CH3:22]>>[Cl:20][C:7]1[CH:8]=[C:9]2[C:4](=[CH:5][CH:6]=1)[N:3]=[C:2]([N:23]([CH2:21][CH3:22])[CH3:24])[C:11]([C:12]#[N:13])=[C:10]2[C:14]1[CH:19]=[CH:18][CH:17]=[CH:16][CH:15]=1. Reported procedure: The title compound was prepared in analogy to example 27 step C from 2,6-dichloro-4-phenyl-quinoline-3-carbonitrile (prepared as described in example 27 step B) and ethyl-methyl-amine. Yellow solid. MS (ESI): 322.2 (M+H)+.